This data is from the Open Reaction Database (ORD), a public repository of structured organic reaction records. The task is: describe an organic reaction: reactants, conditions, products, and yield The reactants are C(#N)C1=CC=C(OCCCCCOC2=CC(=C(C(=O)N(C(C)C)C(C)C)C=C2)O)C=C1 (4-[5-(4-cyanophenoxy)pentyloxy]-2-hydroxy-N,N-bis(1-methylethyl)benzamide), [H-].[Na+] (sodium hydride), BrCC(=O)OCC (ethyl bromoacetate), C(#N)C1=CC=C(OCCCCCOC=2C=CC(=C(OCC(=O)OCC)C2)C(=O)N(C(C)C)C(C)C)C=C1 (ethyl 5-[5-(4-cyanophenoxy)pentyloxy]-2-[N,N-bis(1-methylethyl)aminocarbonyl]phenoxyacetate), Cl (hydrogen chloride). The solvent is CN(C=O)C (N,N-dimethylformamide), C(C)O (ethanol). Reaction conditions: temperature 70 celsius, time 20 hour. Product: Cl.C(C)OC(=O)COC=1C=C(OCCCCCOC2=CC=C(C=C2)C(OCC)=N)C=CC1C(=O)N(C(C)C)C(C)C (ethyl 4-[5-[3-ethoxycarbonylmethoxy-4-[N,N-bis(1- methylethyl)aminocarbonyl]phenoxy]pentyloxy]benzenecarboximidoate monohydrochloride). As a reaction SMILES: C(C1C=C[C:6]([O:7]CCCCCOC2C=CC(C(N(C(C)C)C(C)C)=O)=C(O)C=2)=[CH:5]C=1)#N.[H-].[Na+].BrCC(OCC)=O.[C:41]([C:43]1[CH:77]=[CH:76][C:46]([O:47][CH2:48][CH2:49][CH2:50][CH2:51][CH2:52][O:53][C:54]2[CH:55]=[CH:56][C:57]([C:67]([N:69]([CH:73]([CH3:75])[CH3:74])[CH:70]([CH3:72])[CH3:71])=[O:68])=[C:58]([CH:66]=2)[O:59][CH2:60][C:61]([O:63][CH2:64][CH3:65])=[O:62])=[CH:45][CH:44]=1)#[N:42].[ClH:78]>CN(C)C=O.C(O)C>[ClH:78].[CH2:64]([O:63][C:61]([CH2:60][O:59][C:58]1[CH:66]=[C:54]([CH:55]=[CH:56][C:57]=1[C:67]([N:69]([CH:73]([CH3:75])[CH3:74])[CH:70]([CH3:71])[CH3:72])=[O:68])[O:53][CH2:52][CH2:51][CH2:50][CH2:49][CH2:48][O:47][C:46]1[CH:45]=[CH:44][C:43]([C:41](=[NH:42])[O:7][CH2:6][CH3:5])=[CH:77][CH:76]=1)=[O:62])[CH3:65] |f:1.2,8.9|. Procedure details: A stirred solution of 4-[5-(4-cyanophenoxy)pentyloxy]-2-hydroxy-N,N-bis(1-methylethyl)benzamide (0.5 g, 1.18 mmol) in 10.0 mL of N,N-dimethylformamide is treated with 60% sodium hydride (47 mg, 1.18 mmol) and ethyl bromoacetate (144 μL, 1.3 mmol), and heated at 70° C. for 2.5 hours. The reaction is partitioned between ethyl acetate and water, dried over sodium sulfate and concentrated in vacuo to afford yellow foam. The resulting ethyl 5-[5-(4-cyanophenoxy)pentyloxy]-2-[N,N-bis(1-methylethyl)ami... The reactants are CC(=O)O, ClC(Cl)Cl, O=C1CCC(=O)N1Br, O, c1csc(-c2ccc(-c3cccs3)s2)c1. The product is Brc1ccc(-c2ccc(-c3cccs3)s2)s1. Reaction SMILES: [C:25]([OH:26])(=[O:27])[CH3:28].[CH:29]([Cl:30])([Cl:31])[Cl:32].[O:16]=[C:17]1[N:18]([Br:23])[C:19](=[O:20])[CH2:21][CH2:22]1.[OH2:24].[s:1]1[c:2](-[c:6]2[s:7][c:8](-[c:11]3[s:12][cH:13][cH:14][cH:15]3)[cH:9][cH:10]2)[cH:3][cH:4][cH:5]1>>[s:1]1[c:2](-[c:6]2[s:7][c:8](-[c:11]3[s:12][c:13]([Br:23])[cH:14][cH:15]3)[cH:9][cH:10]2)[cH:3][cH:4][cH:5]1.